From a dataset of the Open Reaction Database (ORD), a public repository of structured organic reaction records. describe an organic reaction: reactants, conditions, products, and yield The reactants are ClC1=CC(=NC=2N1N=C(C2)C)NC(C2=CC=C(C=C2)C(C)(C)O)=O (N-(7-chloro-2-methylpyrazolo[1,5-a]pyrimidin-5-yl)-4-(2-hydroxypropan-2-yl)benzamide), COC=1C=C(C=CC1OC)B(O)O (3,4-dimethoxyphenylboronic acid), O1CCOCC1 (1,4-dioxane). Reagents/catalysts: C1(=CC=CC=C1)P([C-]1C=CC=C1)C1=CC=CC=C1.[C-]1(C=CC=C1)P(C1=CC=CC=C1)C1=CC=CC=C1.[Fe+2] (1,1′-bis(diphenylphosphino)ferrocene), Cl[Pd]Cl (dichloropalladium(II)). Solvent: CO (methanol). Run at temperature 110 celsius. The product is COC=1C=C(C=CC1OC)C1=CC(=NC=2N1N=C(C2)C)NC(C2=CC=C(C=C2)C(C)(C)O)=O (N-(7-(3,4-dimethoxyphenyl)-2-methylpyrazolo[1,5-a]pyrimidin-5-yl)-4-(2-hydroxypropan-2-yl)benzamide). Isolated yield 35.8%. Reaction SMILES: Cl[C:2]1[N:7]2[N:8]=[C:9]([CH3:11])[CH:10]=[C:6]2[N:5]=[C:4]([NH:12][C:13](=[O:24])[C:14]2[CH:19]=[CH:18][C:17]([C:20]([OH:23])([CH3:22])[CH3:21])=[CH:16][CH:15]=2)[CH:3]=1.[CH3:25][O:26][C:27]1[CH:28]=[C:29](B(O)O)[CH:30]=[CH:31][C:32]=1[O:33][CH3:34].O1CCOCC1>CO.C1(P(C2C=CC=CC=2)[C-]2C=CC=C2)C=CC=CC=1.[C-]1(P(C2C=CC=CC=2)C2C=CC=CC=2)C=CC=C1.[Fe+2].Cl[Pd]Cl>[CH3:25][O:26][C:27]1[CH:28]=[C:29]([C:2]2[N:7]3[N:8]=[C:9]([CH3:11])[CH:10]=[C:6]3[N:5]=[C:4]([NH:12][C:13](=[O:24])[C:14]3[CH:19]=[CH:18][C:17]([C:20]([OH:23])([CH3:22])[CH3:21])=[CH:16][CH:15]=3)[CH:3]=2)[CH:30]=[CH:31][C:32]=1[O:33][CH3:34] |f:4.5.6|. Procedure details: A suspension of N-(7-chloro-2-methylpyrazolo[1,5-a]pyrimidin-5-yl)-4-(2-hydroxypropan-2-yl)benzamide (2F, 60 mg, 0.174 mmol), 3,4-dimethoxyphenylboronic acid (41 mg, 0.226 mmol), and 1,1′-bis(diphenylphosphino)ferrocene]dichloropalladium(II) (10 mg, 13.6 μmol) in 2:1 1,4-dioxane/saturated aqueous NaHCO3 (0.58 mL of 1,4-dioxane and 0.29 mL of saturated aqueous NaHCO3) was prepared in a 10 mL microwave reaction vessel and the sealed reaction vessel warmed to 110° C. for 10 minutes in a CEM microwa... The product is FC=1C=CC2=C(C(N(CC=3N2C=NC3C(=O)OCCO)C)=O)C1 (2-hydroxyethyl 8-fluoro-5,6-dihydro-5-methyl-6-oxo-4H-imidazo[1,5-a][1,4]benzodiazepine-3-carboxylate). RXN SMILES: [F:1][C:2]1[CH:3]=[CH:4][C:5]2[N:11]3[CH:12]=[N:13][C:14]([C:15]([O:17][CH2:18][CH3:19])=[O:16])=[C:10]3[CH2:9][N:8]([CH3:20])[C:7](=[O:21])[C:6]=2[CH:22]=1.[C-]#N.[K+].C(O)C[OH:28]>>[F:1][C:2]1[CH:3]=[CH:4][C:5]2[N:11]3[CH:12]=[N:13][C:14]([C:15]([O:17][CH2:18][CH2:19][OH:28])=[O:16])=[C:10]3[CH2:9][N:8]([CH3:20])[C:7](=[O:21])[C:6]=2[CH:22]=1 |f:1.2|. Reaction conditions: temperature 130 celsius, time 6 hour. Procedure: A mixture of 6.08 g (20 mmol) of ethyl 8-fluoro-5,6-dihydro-5-methyl-6-oxo-4H-imidazo[1,5-a][1,4]benzodiazepine-3-carboxylate, 100 mg of potassium cyanide and 60 ml of ethyleneglycol is stirred at 130° C. for 6 hours and subsequently evaporated. After taking up the residue in chloroform, the solution is washed with water, dried over magnesium sulphate and evaporated. After recrystallisation of the crude product from ethyl acetate, there is obtained 2-hydroxyethyl 8-fluoro-5,6-dihydro-5-methyl-6-... The reactants are FC=1C=CC2=C(C(N(CC=3N2C=NC3C(=O)OCC)C)=O)C1 (ethyl 8-fluoro-5,6-dihydro-5-methyl-6-oxo-4H-imidazo[1,5-a][1,4]benzodiazepine-3-carboxylate), [C-]#N.[K+] (potassium cyanide), C(CO)O (ethyleneglycol).